From a dataset of the Open Reaction Database (ORD), a public repository of structured organic reaction records. describe an organic reaction: reactants, conditions, products, and yield Solvent: O1CCOCC1 (dioxan). Yields the product CC1(O[C@H]2[C@H](N(C1=O)C)CCCC2)C(=O)O (trans-2,4-Dimethyl-3-oxo-octahydro-2H-1,4-benzoxazine-2-carboxylic acid). Reactants: C(C)OC(=O)C1(O[C@H]2[C@H](N(C1=O)C)CCCC2)C (trans-Ethyl-2,4-dimethyl-3-oxo-octahydro-2H-1,4-benzoxazine-2-carboxylate), [OH-].[Na+] (NaOH), Cl (HCl). Isolated yield 70.7%. Reaction SMILES: C([O:3][C:4]([C:6]1([CH3:18])[C:11](=[O:12])[N:10]([CH3:13])[C@@H:9]2[CH2:14][CH2:15][CH2:16][CH2:17][C@H:8]2[O:7]1)=[O:5])C.[OH-].[Na+].Cl>O1CCOCC1>[CH3:18][C:6]1([C:4]([OH:5])=[O:3])[C:11](=[O:12])[N:10]([CH3:13])[C@@H:9]2[CH2:14][CH2:15][CH2:16][CH2:17][C@H:8]2[O:7]1 |f:1.2|. Procedure details: trans-Ethyl-2,4-dimethyl-3-oxo-octahydro-2H-1,4-benzoxazine-2-carboxylate (180 mg, 0.71 mmoles) and 1N NaOH (1.1 ml, 1.1 mmoles) in dioxan (5 ml) were stirred for 20 hours. The solvent was evaporated, 1N HCl (11 ml, 11 mmoles) was added to the residue and the mixture was extracted with ethyl acetate (3×20 ml). The organic phase was dried over MgSO4 and the solvent was evaporated. Thus there were obtained 114 mg (71%) of the title product in the form of a viscous yellow oil. Reactants: BrB(Br)Br, COc1ccc(-n2c(=O)sc3ccccc32)cc1, ClCCl, [Na+], O=C([O-])O. Yields the product O=c1sc2ccccc2n1-c1ccc(O)cc1. As a reaction SMILES: [B:19]([Br:20])([Br:21])[Br:22].[CH3:1][O:2][c:3]1[cH:4][cH:5][c:6](-[n:9]2[c:10](=[O:18])[s:11][c:12]3[c:13]2[cH:14][cH:15][cH:16][cH:17]3)[cH:7][cH:8]1.[Cl:28][CH2:29][Cl:30].[Na+:27].[O-:23][C:24]([OH:25])=[O:26]>>[OH:2][c:3]1[cH:4][cH:5][c:6](-[n:9]2[c:10](=[O:18])[s:11][c:12]3[c:13]2[cH:14][cH:15][cH:16][cH:17]3)[cH:7][cH:8]1. The reactants are [Br-], BrC1CC1(c1ccccc1)c1ccccc1, C1CCOC1, CCCCCC, CC(C)(C)P(Cl)C(C)(C)C, I[Cu]I, I, [Li+], [Mg]. Yields the product CC(C)(C)P(C(C)(C)C)C1(C)CC1(c1ccccc1)c1ccccc1. Reaction SMILES: [Br-:20].[Br:1][CH:2]1[C:3]([c:5]2[cH:6][cH:7][cH:8][cH:9][cH:10]2)([c:11]2[cH:12][cH:13][cH:14][cH:15][cH:16]2)[CH2:4]1.[CH2:40]1[O:41][CH2:42][CH2:43][CH2:44]1.[CH3:31][CH2:32][CH2:33][CH2:34][CH2:35][CH3:36].[Cl:21][P:22]([C:23]([CH3:24])([CH3:25])[CH3:26])[C:27]([CH3:28])([CH3:29])[CH3:30].[Cu:37]([I:38])[I:39].[I:18].[Li+:19].[Mg:17]>>[C:2]1([P:22]([C:23]([CH3:24])([CH3:25])[CH3:26])[C:27]([CH3:28])([CH3:29])[CH3:30])([CH3:31])[C:3]([c:5]2[cH:6][cH:7][cH:8][cH:9][cH:10]2)([c:11]2[cH:12][cH:13][cH:14][cH:15][cH:16]2)[CH2:4]1. The product is O1CCC(CC1)NC(=O)C=1N(N=C(C1)OCC=1C(=NOC1C)C1=NC=C(C=C1)F)C (5-[3-(5-Fluoro-pyridin-2-yl)-5-methyl-isoxazol-4-ylmethoxy]-2-methyl-2H-pyrazole-3-carboxylic acid (tetrahydro-pyran-4-yl)-amide). Reaction SMILES: CO[C:3]([C:5]1[N:6]([CH3:25])[N:7]=[C:8]([O:10][CH2:11][C:12]2[C:13]([C:18]3[CH:23]=[CH:22][C:21]([F:24])=[CH:20][N:19]=3)=[N:14][O:15][C:16]=2[CH3:17])[CH:9]=1)=[O:4].[NH2:26][CH:27]1[CH2:32][CH2:31][O:30][CH2:29][CH2:28]1>>[O:30]1[CH2:31][CH2:32][CH:27]([NH:26][C:3]([C:5]2[N:6]([CH3:25])[N:7]=[C:8]([O:10][CH2:11][C:12]3[C:13]([C:18]4[CH:23]=[CH:22][C:21]([F:24])=[CH:20][N:19]=4)=[N:14][O:15][C:16]=3[CH3:17])[CH:9]=2)=[O:4])[CH2:28][CH2:29]1. The reactants are COC(=O)C=1N(N=C(C1)OCC=1C(=NOC1C)C1=NC=C(C=C1)F)C (5-[3-(5-fluoro-pyridin-2-yl)-5-methyl-isoxazol-4-ylmethoxy]-2-methyl-2H-pyrazole-3-carboxylic acid methyl ester), NC1CCOCC1 (4-aminotetrahydropyran). Procedure details: As described for example 81c, 5-[3-(5-fluoro-pyridin-2-yl)-5-methyl-isoxazol-4-ylmethoxy]-2-methyl-2H-pyrazole-3-carboxylic acid methyl ester (73 mg, 0.21 mmol) was converted, using 4-aminotetrahydropyran instead of morpholine, to the title compound (32 mg, 37%) which was obtained as a white solid. MS: m/e=416.2 [M+H]+. The yield is 37.0%. Starting materials: S(=O)(Cl)Cl (thionyl chloride), FC(C=1C=C2C(=NC1)N(C(=C2)C(=O)O)CC2=CC(=CC=C2)F)(F)F (5-trifluoromethyl-1-[(3-fluoro-phenyl)methyl]-1H-pyrrolo[2,3-b]pyridine-2-carboxylic acid), N (ammonia). Solvent: C1(=CC=CC=C1)C (toluene). Yields the product FC(C=1C=C2C(=NC1)N(C(=C2)C(=O)N)CC2=CC(=CC=C2)F)(F)F (5-Trifluoromethyl-1-[(3-fluorophenyl)methyl]-1H-pyrrolo[2,3-b]pyridine-2-carboxamide). As a reaction SMILES: [F:1][C:2]([F:24])([F:23])[C:3]1[CH:4]=[C:5]2[CH:11]=[C:10]([C:12](O)=[O:13])[N:9]([CH2:15][C:16]3[CH:21]=[CH:20][CH:19]=[C:18]([F:22])[CH:17]=3)[C:6]2=[N:7][CH:8]=1.S(Cl)(Cl)=O.[NH3:29]>C1(C)C=CC=CC=1>[F:1][C:2]([F:23])([F:24])[C:3]1[CH:4]=[C:5]2[CH:11]=[C:10]([C:12]([NH2:29])=[O:13])[N:9]([CH2:15][C:16]3[CH:21]=[CH:20][CH:19]=[C:18]([F:22])[CH:17]=3)[C:6]2=[N:7][CH:8]=1. Reported procedure: To a suspension, stirred at 20° C., of 1.5 g (4.43 mmol) of 5-trifluoromethyl-1-[(3-fluoro-phenyl)methyl]-1H-pyrrolo[2,3-b]pyridine-2-carboxylic acid (WO 2008/093024) in 40 mL of dry toluene are added 3.2 mL (44.34 mmol) of thionyl chloride. The reaction mixture is stirred at reflux for 2 hours and then concentrated under reduced pressure. The resulting product is taken up in 20 mL of dichloromethane and this solution is poured dropwise into a solution of 5.81 mL (44.34 mmol) of 30% aqueous ammo... Reactants: CN(C(=O)CN(c1ccccc1)c1ccccc1)C1CCN(C(=O)c2ccccc2)C1, CO. The product is CN(C(=O)CN(c1ccccc1)c1ccccc1)C1CCNC1. As a reaction SMILES: [C:1](=[O:2])([c:3]1[cH:4][cH:5][cH:6][cH:7][cH:8]1)[N:9]1[CH2:10][CH:11]([N:14]([C:15]([CH2:16][N:17]([c:18]2[cH:19][cH:20][cH:21][cH:22][cH:23]2)[c:24]2[cH:25][cH:26][cH:27][cH:28][cH:29]2)=[O:30])[CH3:31])[CH2:12][CH2:13]1.[CH3:32][OH:33]>>[NH:9]1[CH2:10][CH:11]([N:14]([C:15]([CH2:16][N:17]([c:18]2[cH:19][cH:20][cH:21][cH:22][cH:23]2)[c:24]2[cH:25][cH:26][cH:27][cH:28][cH:29]2)=[O:30])[CH3:31])[CH2:12][CH2:13]1.